Dataset: the Open Reaction Database (ORD), a public repository of structured organic reaction records. Task: describe an organic reaction: reactants, conditions, products, and yield Starting materials: O=C1OC2(CCN(C(=O)C3(c4ccc(Br)cc4F)CC3)C2)c2ccccc21, CC(C)(C)P(C(C)(C)C)C(C)(C)C, CCCC[Sn](CCCC)(CCCC)c1ccncc1, O=C(C=Cc1ccccc1)C=Cc1ccccc1, C1CCOC1, O=C(C=Cc1ccccc1)C=Cc1ccccc1, O=C(C=Cc1ccccc1)C=Cc1ccccc1, [Pd], [Pd]. The product is O=C1OC2(CCN(C(=O)C3(c4ccc(-c5ccncc5)cc4F)CC3)C2)c2ccccc21. Reaction SMILES: [Br:1][c:2]1[cH:3][c:4]([F:27])[c:5]([C:8]2([C:11](=[O:12])[N:13]3[CH2:14][C:15]4([O:16][C:17](=[O:24])[c:18]5[c:19]4[cH:20][cH:21][cH:22][cH:23]5)[CH2:25][CH2:26]3)[CH2:9][CH2:10]2)[cH:6][cH:7]1.[C:33]([P:34]([C:35]([CH3:36])([CH3:37])[CH3:38])[C:39]([CH3:40])([CH3:41])[CH3:42])([CH3:43])([CH3:44])[CH3:45].[CH2:46]([Sn:47]([CH2:48][CH2:49][CH2:50][CH3:57])([c:51]1[cH:52][cH:53][n:54][cH:55][cH:56]1)[CH2:58][CH2:59][CH2:60][CH3:61])[CH2:62][CH2:63][CH3:64].[O:103]=[C:104]([CH:105]=[CH:106][c:107]1[cH:108][cH:109][cH:110][cH:111][cH:112]1)[CH:113]=[CH:114][c:115]1[cH:116][cH:117][cH:118][cH:119][cH:120]1.[O:28]1[CH2:29][CH2:30][CH2:31][CH2:32]1.[O:67]=[C:68]([CH:69]=[CH:70][c:71]1[cH:72][cH:73][cH:74][cH:75][cH:76]1)[CH:77]=[CH:78][c:79]1[cH:80][cH:81][cH:82][cH:83][cH:84]1.[O:85]=[C:86]([CH:87]=[CH:88][c:89]1[cH:90][cH:91][cH:92][cH:93][cH:94]1)[CH:95]=[CH:96][c:97]1[cH:98][cH:99][cH:100][cH:101][cH:102]1.[Pd:65].[Pd:66]>>[c:2]1(-[c:51]2[cH:52][cH:53][n:54][cH:55][cH:56]2)[cH:3][c:4]([F:27])[c:5]([C:8]2([C:11](=[O:12])[N:13]3[CH2:14][C:15]4([O:16][C:17](=[O:24])[c:18]5[c:19]4[cH:20][cH:21][cH:22][cH:23]5)[CH2:25][CH2:26]3)[CH2:9][CH2:10]2)[cH:6][cH:7]1. Starting materials: CC1(CC(NC1)=O)C (4,4-Dimethyl-2-pyrrolidinone), Cl (HCl), O (water). Run at temperature 120 celsius. Yields the product Cl.NCC(CC(=O)O)(C)C (4-amino-3,3-dimethyl-butyric acid hydrochloride), 55-B. RXN SMILES: [CH3:1][C:2]1([CH3:8])[CH2:6][NH:5][C:4](=[O:7])[CH2:3]1.[ClH:9].[OH2:10]>>[ClH:9].[NH2:5][CH2:6][C:2]([CH3:8])([CH3:1])[CH2:3][C:4]([OH:10])=[O:7] |f:3.4|. Procedure details: 4,4-Dimethyl-2-pyrrolidinone (2.52 g, 22.3 mmol) was added to a mixture of concentrated HCl (50 mL) and water (50 mL) and the resulting mixture was refluxed at 120° C. for 20 hours. After it was cooled to room temperature, the mixture was washed twice with dichloromethane. The aqueous layer was evaporated to give 4-amino-3,3-dimethyl-butyric acid hydrochloride compound 55-B (3.4 g) as a white solid. Reactants: ClCCCl (1,2-dichloroethane), ClC1=C(C=O)C=CC(=C1)F (2-chloro-4-fluorobenzaldehyde), [N+](=O)([O-])[O-].[K+] (potassium nitrate), S(O)(O)(=O)=O (sulfuric acid). Solvent: C(Cl)Cl (methylene chloride). Conditions: time 80 minute. Product: ClC1=C(C=O)C=C(C(=C1)F)[N+](=O)[O-] (2-chloro-4-fluoro-5-nitrobenzaldehyde). The yield is 64.8%. Reaction SMILES: ClCCCl.[Cl:5][C:6]1[CH:13]=[C:12]([F:14])[CH:11]=[CH:10][C:7]=1[CH:8]=[O:9].[N+:15]([O-])([O-:17])=[O:16].[K+].S(=O)(=O)(O)O>C(Cl)Cl>[Cl:5][C:6]1[CH:13]=[C:12]([F:14])[C:11]([N+:15]([O-:17])=[O:16])=[CH:10][C:7]=1[CH:8]=[O:9] |f:2.3|. Reported procedure: To 300 ml of 1,2-dichloroethane that had been cooled to 0° C. was added 31.3 g (0.197 mole) of 2-chloro-4-fluorobenzaldehyde, prepared by the method of Example 2, Steps A and B. Subsequently, 19.96 g (0.197 mole) of potassium nitrate was added to the reaction mixture, and dropwise addition of 300 ml of concentrated sulfuric acid followed while maintaining the temperature between 0° C. and 5° C. The reaction was complete after 80 minutes, and 750 ml of methylene chloride was added to the reaction...